Dataset: the Open Reaction Database (ORD), a public repository of structured organic reaction records. Task: describe an organic reaction: reactants, conditions, products, and yield The reactants are C(CCC)[Li] (n-butyllithium), solution, C(C)(C)NC(C)C (diisopropylamine), IC1=NC=CN=C1 (2-iodopyrazine), CN1CC(CC1)C(=O)OC (1-methyl-3-carbomethoxypyrrolidine). The solvent is C1CCOC1 (THF), CCCCCC (hexane), C1CCOC1 (THF), C1CCOC1 (THF), C1CCOC1 (THF), ClCCl (dichloromethane), O (Water). Reaction conditions: time 0.5 hour. Yields the product C(C)(C)[N-]C(C)C.[Li+] (lithium diisopropylamide), CN1CC(CC1)(C1=NC=CN=C1)C(=O)OC (1-Methyl-3-carbomethoxy-3-(2-pyrazinyl)pyrrolidine), oil. RXN SMILES: C([Li:5])CCC.[CH:6]([NH:9][CH:10]([CH3:12])[CH3:11])([CH3:8])[CH3:7].[CH3:13][N:14]1[CH2:18][CH2:17][CH:16]([C:19]([O:21][CH3:22])=[O:20])[CH2:15]1.I[C:24]1[CH:29]=[N:28][CH:27]=[CH:26][N:25]=1>C1COCC1.CCCCCC.ClCCl.O>[CH:6]([N-:9][CH:10]([CH3:12])[CH3:11])([CH3:8])[CH3:7].[Li+:5].[CH3:13][N:14]1[CH2:18][CH2:17][C:16]([C:19]([O:21][CH3:22])=[O:20])([C:24]2[CH:29]=[N:28][CH:27]=[CH:26][N:25]=2)[CH2:15]1 |f:8.9|. Procedure details: A solution of lithium diisopropylamide in anhydrous THF was prepared by addition of n-butyllithium (7.9 ml of a 1.6M solution in hexane, 12.64 mmol) to a solution of diisopropylamine (1.4 g, 13.9 mmol) in THF (200 ml), at -78° C. The solution was stirred for 0.5 h before adding dropwise to a stirred solution of 1-methyl-3-carbomethoxypyrrolidine (1.5 g, 10.5 mmol) in THF (200 ml), at -78° C. After 1 h, a solution of 2-iodopyrazine (2.73 g, 13.3 mmol) in THF (10 ml) was added dropwise, at -78° C.... Reactants: COC(=O)C1(CCOCC1)C1=CC(=C(C=C1)N)C1=CCC(CC1)(C)C (4-[4-Amino-3-(4,4-dimethyl-cyclohex-1-enyl)-phenyl]-tetrahydro-pyran-4-carboxylic acid methyl ester), C(#N)C=1C=C(NC1)C(=O)O (4-cyano-1H-pyrrole-2-carboxylic acid), Cl.CN(CCCN=C=NCC)C (1-(3-dimethylaminopropyl)-3-ethylcarbodiimide hydrochloride), OC1=CC=CC=2NN=NC21 (hydroxybenzotriazole), CCN(C(C)C)C(C)C (DIEA). Solvent: CN(C)C=O (DMF), O (H2O). Yields the product COC(=O)C1(CCOCC1)C1=CC(=C(C=C1)NC(=O)C=1NC=C(C1)C#N)C1=CCC(CC1)(C)C (4-[4-[(4-Cyano-1H-pyrrole-2-carbonyl)-amino]-3-(4,4-dimethyl-cyclohex-1-enyl)-phenyl]-tetrahydro-pyran-4-carboxylic acid methyl ester). The yield is 49.8%. As a reaction SMILES: [CH3:1][O:2][C:3]([C:5]1([C:11]2[CH:16]=[CH:15][C:14]([NH2:17])=[C:13]([C:18]3[CH2:23][CH2:22][C:21]([CH3:25])([CH3:24])[CH2:20][CH:19]=3)[CH:12]=2)[CH2:10][CH2:9][O:8][CH2:7][CH2:6]1)=[O:4].[C:26]([C:28]1[CH:29]=[C:30]([C:33](O)=[O:34])[NH:31][CH:32]=1)#[N:27].Cl.CN(C)CCCN=C=NCC.OC1C2N=NNC=2C=CC=1.CCN(C(C)C)C(C)C>CN(C=O)C.O>[CH3:1][O:2][C:3]([C:5]1([C:11]2[CH:16]=[CH:15][C:14]([NH:17][C:33]([C:30]3[NH:31][CH:32]=[C:28]([C:26]#[N:27])[CH:29]=3)=[O:34])=[C:13]([C:18]3[CH2:23][CH2:22][C:21]([CH3:25])([CH3:24])[CH2:20][CH:19]=3)[CH:12]=2)[CH2:6][CH2:7][O:8][CH2:9][CH2:10]1)=[O:4] |f:2.3|. Reported procedure: A solution of 4-[4-amino-3-(4,4-dimethyl-cyclohex-1-enyl)-phenyl]-tetrahydro-pyran-4-carboxylic acid methyl ester (as prepared in Example 16, step (d), 68.7 mg, 0.200 mmol), 4-cyano-1H-pyrrole-2-carboxylic acid (Canadian J. Chem. 59, 2673 (1981), 40.8 mg, 0.300 mmol), 1-(3-dimethylaminopropyl)-3-ethylcarbodiimide hydrochloride (EDCI) (57.5 mg, 0.300 mmol), hydroxybenzotriazole (HOBt) (40.5 mg, 0.300 mmol) and DIEA (105 μL, 0.600 mmol) in 2.5 mL of DMF was stirred at RT for 2 d under Ar. The resu... The reactants are CCOC(=O)COc1ccc(Sc2cc(C#CCN3CCOCC3)cc(Oc3ncccc3C(F)(F)F)c2)cc1C, CCO, Cl, [Na+], [OH-]. Yields the product Cc1cc(Sc2cc(C#CCN3CCOCC3)cc(Oc3ncccc3C(F)(F)F)c2)ccc1OCC(=O)O. Reaction SMILES: [CH2:1]([CH3:2])[O:3][C:4]([CH2:5][O:6][c:7]1[c:8]([CH3:40])[cH:9][c:10]([S:13][c:14]2[cH:15][c:16]([C:31]#[C:32][CH2:33][N:34]3[CH2:35][CH2:36][O:37][CH2:38][CH2:39]3)[cH:17][c:18]([O:20][c:21]3[n:22][cH:23][cH:24][cH:25][c:26]3[C:27]([F:28])([F:29])[F:30])[cH:19]2)[cH:11][cH:12]1)=[O:41].[CH3:45][CH2:46][OH:47].[ClH:44].[Na+:43].[OH-:42]>>[O:3]=[C:4]([CH2:5][O:6][c:7]1[c:8]([CH3:40])[cH:9][c:10]([S:13][c:14]2[cH:15][c:16]([C:31]#[C:32][CH2:33][N:34]3[CH2:35][CH2:36][O:37][CH2:38][CH2:39]3)[cH:17][c:18]([O:20][c:21]3[n:22][cH:23][cH:24][cH:25][c:26]3[C:27]([F:28])([F:29])[F:30])[cH:19]2)[cH:11][cH:12]1)[OH:41]. Reactants: BrCCBr, C=C(C)n1c(=O)[nH]c2ccccc21, [H-], [Na+], CN(C)C=O. Yields the product C=C(C)n1c(=O)n(CCBr)c2ccccc21. As a reaction SMILES: [Br:14][CH2:15][CH2:16][Br:17].[C:1](=[CH2:2])([CH3:3])[n:4]1[c:5](=[O:13])[nH:6][c:7]2[c:8]1[cH:9][cH:10][cH:11][cH:12]2.[H-:18].[Na+:19].[O:20]=[CH:21][N:22]([CH3:23])[CH3:24]>>[C:1](=[CH2:2])([CH3:3])[n:4]1[c:5](=[O:13])[n:6]([CH2:16][CH2:15][Br:14])[c:7]2[c:8]1[cH:9][cH:10][cH:11][cH:12]2. Yields the product N#CC1(O)CC2CCC(C1)N2CC(F)(F)F. Starting materials: CCOCC, Cl, O=C1CC2CCC(C1)N2CC(F)(F)F, N#C[Na], [O-]Cl. As a reaction SMILES: [CH3:21][CH2:22][O:23][CH2:24][CH3:25].[ClH:20].[F:3][C:4]([CH2:5][N:6]1[CH:7]2[CH2:8][C:9](=[O:14])[CH2:10][CH:11]1[CH2:12][CH2:13]2)([F:15])[F:16].[Na:17][C:18]#[N:19].[O-:1][Cl:2]>>[F:3][C:4]([CH2:5][N:6]1[CH:7]2[CH2:8][C:9]([OH:14])([C:18]#[N:19])[CH2:10][CH:11]1[CH2:12][CH2:13]2)([F:15])[F:16]. The reactants are C1CCOC1, CS(C)=O, CCOc1c(Nc2ccc(Cl)c(S(=O)(=O)N(C)OC)c2O)c(=O)c1=O, CCC(N)CC. Product: CCC(CC)Nc1c(Nc2ccc(Cl)c(S(=O)(=O)N(C)OC)c2O)c(=O)c1=O. As a reaction SMILES: [CH2:36]1[O:37][CH2:38][CH2:39][CH2:40]1.[CH3:32][S:33]([CH3:34])=[O:35].[Cl:1][c:2]1[cH:3][cH:4][c:5]([NH:16][c:17]2[c:18]([O:23][CH2:24][CH3:25])[c:19](=[O:22])[c:20]2=[O:21])[c:6]([OH:15])[c:7]1[S:8](=[O:9])(=[O:10])[N:11]([CH3:12])[O:13][CH3:14].[NH2:26][CH:27]([CH2:28][CH3:29])[CH2:30][CH3:31]>>[Cl:1][c:2]1[cH:3][cH:4][c:5]([NH:16][c:17]2[c:18]([NH:26][CH:27]([CH2:28][CH3:29])[CH2:30][CH3:31])[c:19](=[O:22])[c:20]2=[O:21])[c:6]([OH:15])[c:7]1[S:8](=[O:9])(=[O:10])[N:11]([CH3:12])[O:13][CH3:14]. Starting materials: NCC(=O)[C@H]1[C@@](O[C@@H]([C@H]([C@@H]1O)O)CO)(N(C(CCCCCCCCCCC)=O)CCCCCCCCCCCCCC)N (N-(2-glycyl-amino-2-deoxy-β-D-glucopyranosyl)-N-tetradecyl-dodecanamide), C(=O)(OCC1=CC=CC=C1)NCC(=O)NCC(=O)O (N-carbobenzoxy-glycyl-glycine). Solvent: O1CCCC1 (tetrahydrofuran). The product is C(=O)(OCC1=CC=CC=C1)NCC(=O)NCC(=O)NCC(=O)[C@H]1[C@@](O[C@@H]([C@H]([C@@H]1O)O)CO)(N(C(CCCCCCCCCCC)=O)CCCCCCCCCCCCCC)N (N-[2-(N-Carbobenzoxy-glycyl-glycyl-glycyl)-amino-2-deoxy-β-D-glucopyranosyl]-N-tetradecyl-dodecanamide). Yield: 52.0%. As a reaction SMILES: [NH2:1][CH2:2][C:3]([C@@H:5]1[C@@H:10]([OH:11])[C@H:9]([OH:12])[C@@H:8]([CH2:13][OH:14])[O:7][C@@:6]1([NH2:43])[N:15]([CH2:29][CH2:30][CH2:31][CH2:32][CH2:33][CH2:34][CH2:35][CH2:36][CH2:37][CH2:38][CH2:39][CH2:40][CH2:41][CH3:42])[C:16](=[O:28])[CH2:17][CH2:18][CH2:19][CH2:20][CH2:21][CH2:22][CH2:23][CH2:24][CH2:25][CH2:26][CH3:27])=[O:4].[C:44]([NH:54][CH2:55][C:56]([NH:58][CH2:59][C:60](O)=[O:61])=[O:57])([O:46][CH2:47][C:48]1[CH:53]=[CH:52][CH:51]=[CH:50][CH:49]=1)=[O:45]>O1CCCC1>[C:44]([NH:54][CH2:55][C:56]([NH:58][CH2:59][C:60]([NH:1][CH2:2][C:3]([C@@H:5]1[C@@H:10]([OH:11])[C@H:9]([OH:12])[C@@H:8]([CH2:13][OH:14])[O:7][C@@:6]1([NH2:43])[N:15]([CH2:29][CH2:30][CH2:31][CH2:32][CH2:33][CH2:34][CH2:35][CH2:36][CH2:37][CH2:38][CH2:39][CH2:40][CH2:41][CH3:42])[C:16](=[O:28])[CH2:17][CH2:18][CH2:19][CH2:20][CH2:21][CH2:22][CH2:23][CH2:24][CH2:25][CH2:26][CH3:27])=[O:4])=[O:61])=[O:57])([O:46][CH2:47][C:48]1[CH:53]=[CH:52][CH:51]=[CH:50][CH:49]=1)=[O:45]. Reported procedure: from N-(2-glycyl-amino-2-deoxy-β-D-glucopyranosyl)-N-tetradecyl-dodecanamide and N-carbobenzoxy-glycyl-glycine. Yield 52%. [α]D =+14.7° (c=1.01, tetrahydrofuran). m.p., 99-100°.